This data is from the Open Reaction Database (ORD), a public repository of structured organic reaction records. The task is: describe an organic reaction: reactants, conditions, products, and yield Reactants: BrC1=C(N=C2N1C1=C(NC3=C2C=CC=C3)N=CC=C1)C1=CC=CC=C1 (3-bromo-2-phenyl-9H-benzo[f]imidazo[1,2-d]pyrido[2,3-b][1,4]diazepine), C(C)(C)(C)OC(=O)NCC1=CC=C(C=C1)B(O)O ((4-(((tert-butoxycarbonyl)amino)methyl)phenyl)boronic acid), C(C)O (ethanol), C([O-])(O)=O.[Na+] (sodium bicarbonate). The solvent is C1(=CC=CC=C1)C (toluene). Conditions: temperature 100 celsius, time 8 hour. The product is C1(=CC=CC=C1)C=1N=C2N(C3=C(NC4=C2C=CC=C4)N=CC=C3)C1C1=CC=C(CNC(OC(C)(C)C)=O)C=C1 (tert-butyl 4-(2-phenyl-9H-benzo[f]imidazo[1,2-d]pyrido[2,3-b][1,4]diazepin-3-yl)benzylcarbamate). Yield: 64.8%. As a reaction SMILES: Br[C:2]1[N:6]2[C:7]3[CH:19]=[CH:18][CH:17]=[N:16][C:8]=3[NH:9][C:10]3[CH:15]=[CH:14][CH:13]=[CH:12][C:11]=3[C:5]2=[N:4][C:3]=1[C:20]1[CH:25]=[CH:24][CH:23]=[CH:22][CH:21]=1.C(O)C.C(=O)(O)[O-].[Na+].[C:34]([O:38][C:39]([NH:41][CH2:42][C:43]1[CH:48]=[CH:47][C:46](B(O)O)=[CH:45][CH:44]=1)=[O:40])([CH3:37])([CH3:36])[CH3:35]>C1(C)C=CC=CC=1>[C:20]1([C:3]2[N:4]=[C:5]3[C:11]4[CH:12]=[CH:13][CH:14]=[CH:15][C:10]=4[NH:9][C:8]4[N:16]=[CH:17][CH:18]=[CH:19][C:7]=4[N:6]3[C:2]=2[C:46]2[CH:47]=[CH:48][C:43]([CH2:42][NH:41][C:39](=[O:40])[O:38][C:34]([CH3:37])([CH3:36])[CH3:35])=[CH:44][CH:45]=2)[CH:21]=[CH:22][CH:23]=[CH:24][CH:25]=1 |f:2.3|. Procedure details: To a suspension of 3-bromo-2-phenyl-9H-benzo[f]imidazo[1,2-d]pyrido[2,3-b][1,4]diazepine (0.250 g, 1 eq.) in a mixture of toluene (5 mL), ethanol (5 mL), and saturated sodium bicarbonate (1 mL) was added (4-(((tert-butoxycarbonyl)amino)methyl)phenyl)boronic acid (0.1 g, 1.5 eq.). The reaction was degassed (nitrogen) for 5 minutes and tetrakis(triphenylphosphine)palladium(0) added (0.025 g). The reaction was again degassed for 5 minutes and stirred at 100° C. overnight. The reaction mixture was c... Starting materials: C(C)C1(C2C3CCCC3C(C1)C2)C21C(CC(C=C2)C1)C(=O)[O-] (8-ethyl-8-tricyclo[5.2.1.02,6]decanyl-5-norbornene-2-carboxylate), C(C=C)(=O)OCCO (2-hydroxyethyl acrylate), C1(\C=C/C(=O)O1)=O (maleic anhydride), C1[C@@H]2C=C[C@H]1C3C2C(=O)OC3=O (cis-5-norbornene-endo-2,3-dicarboxylic anhydride). Reported procedure: Polymerization and separation were carried out in the same manner as in Example 18 using 75 mmol of 8-ethyl-8-tricyclo[5.2.1.02,6]decanyl-5-norbornene-2-carboxylate prepared in Example 3, 100 mmol of maleic anhydride, 15 mmol of cis-5-norbornene-endo-2,3-dicarboxylic anhydride and 10 mmol of 2-hydroxyethyl acrylate, to separate 5.74 g of a polymer. As a reaction SMILES: [CH2:1]([C:3]1([C:13]23[CH2:19][CH:16]([CH:17]=[CH:18]2)[CH2:15][CH:14]3[C:20]([O-:22])=[O:21])[CH2:11][CH:10]2[CH2:12][CH:4]1[CH:5]1[CH:9]2[CH2:8][CH2:7][CH2:6]1)[CH3:2].[C:23]1(=[O:29])[O:28][C:26](=[O:27])[CH:25]=[CH:24]1.[CH2:30]1[C@@H:34]2[CH:35]3[C:40](=[O:41])[O:39][C:37](=[O:38])[CH:36]3[C@H:31]1[CH:32]=[CH:33]2.[C:42]([O:46][CH2:47][CH2:48][OH:49])(=[O:45])[CH:43]=[CH2:44]>>[CH2:1]([C:3]1([C:13]23[CH2:19][CH:16]([CH:17]=[CH:18]2)[CH2:15][CH:14]3[C:20]([O-:22])=[O:21])[CH2:11][CH:10]2[CH2:12][CH:4]1[CH:5]1[CH:9]2[CH2:8][CH2:7][CH2:6]1)[CH3:2].[C:26]1(=[O:27])[O:28][C:23](=[O:29])[CH:24]=[CH:25]1.[CH2:30]1[C@@H:34]2[CH:35]3[C:40](=[O:41])[O:39][C:37](=[O:38])[CH:36]3[C@H:31]1[CH:32]=[CH:33]2.[OH:49][CH2:48][CH2:47][O:46][C:42]([CH:43]1[CH2:4][CH:3]2[CH2:11][CH:44]1[CH:2]=[CH:1]2)=[O:45] |f:4.5.6.7|. Product: C(C)C1(C2C3CCCC3C(C1)C2)C21C(CC(C=C2)C1)C(=O)[O-].C1(\C=C/C(=O)O1)=O.C1[C@@H]2C=C[C@H]1C3C2C(=O)OC3=O.OCCOC(=O)C1C2C=CC(C1)C2 (8-ethyl-8-tricyclo[5.2.1.02,6]decanyl-5-norbornene-2-carboxylate maleic Anhydride cis-5-norbornene-endo-2,3-dicarboxylic Anhydride 2-hydroxyethyl-5-norbornene-2-carboxylate). The reactants are C1(=CC=C(C=C1)S(=O)(=O)C[N+]#[C-])C (p-Toluenesulfonylmethylisocyanide), C1COC2(CCC(CC2)=O)O1 (1,4-cyclohexanedione monoethyleneketal), O (water), CC(C)([O-])C.[K+] (potassium tert-butoxide). Solvent: COCCOC (1,2-dimethoxyethane), C(C)O (ethanol). Reaction conditions: time 3 hour. The product is O1CCOC12CCC(CC2)C#N (1,4-dioxaspiro[4,5]decane-8-carbonitrile). Isolated yield 72.0%. Reaction SMILES: C1(C)C=CC(S([CH2:10][N+:11]#[C-])(=O)=O)=CC=1.[CH2:14]1[O:24][C:17]2([CH2:22][CH2:21][C:20](=O)[CH2:19][CH2:18]2)[O:16][CH2:15]1.CC(C)([O-])C.[K+].O>COCCOC.C(O)C>[O:16]1[C:17]2([CH2:22][CH2:21][CH:20]([C:10]#[N:11])[CH2:19][CH2:18]2)[O:24][CH2:14][CH2:15]1 |f:2.3|. Reported procedure: p-Toluenesulfonylmethylisocyanide (27.0 g) was added at room temperature to a solution of 1,4-cyclohexanedione monoethyleneketal (16.6 g) in 1,2-dimethoxyethane (133 ml) and ethanol (13 ml). Then, potassium tert-butoxide was added under ice cooling over an hour, and stirred at room temperature for three hours. After completion of the reaction, water was added and extracted with ethyl acetate three times. The organic layer was dried over anhydrous sodium sulfate and concentrated. The resulting re... Starting materials: CC1=C(C(=O)C(C(=O)OCC)=COCC)C(=C(C(=C1F)F)F)F (ethyl 2-(2-methyl-3,4,5,6-tetrafluorobenzoyl)-3-ethoxyacrylate), C(C)N (ethylamine). Yields the product CC1=C(C(=O)C(C(=O)OCC)=CNCC)C(=C(C(=C1F)F)F)F (ethyl 2-(2-methyl-3,4,5,6-tetrafluorobenzoyl)-3-ethylaminoacrylate). Reaction SMILES: [CH3:1][C:2]1[C:19]([F:20])=[C:18]([F:21])[C:17]([F:22])=[C:16]([F:23])[C:3]=1[C:4]([C:6](=[CH:12]OCC)[C:7]([O:9][CH2:10][CH3:11])=[O:8])=[O:5].[CH2:24]([NH2:26])[CH3:25]>>[CH3:1][C:2]1[C:19]([F:20])=[C:18]([F:21])[C:17]([F:22])=[C:16]([F:23])[C:3]=1[C:4]([C:6](=[CH:12][NH:26][CH2:24][CH3:25])[C:7]([O:9][CH2:10][CH3:11])=[O:8])=[O:5]. Procedure details: Employing ethyl 2-(2-methyl-3,4,5,6-tetrafluorobenzoyl)-3-ethoxyacrylate (10.0 g) and ethylamine gas, the procedure of Reference Example 21 is repeated to give ethyl 2-(2-methyl-3,4,5,6-tetrafluorobenzoyl)-3-ethylaminoacrylate (9.0 g, white crystals), which is then treated with 60% sodium hydride (1.30 g) as in Reference Example 22 to give ethyl 1-ethyl-5-methyl-6,7,8-trifluoro-1,4-dihydro-4-oxoquinoline-3-carboxylate (6.76 g), as pale yellow needles (recrystallized from dichloromethane - n-hexa... Starting materials: C(C1=CC=CC=C1)OC1=CC(=CC2=C1C(CC(O2)(C)C)C(=O)O)C(CCCCCC)(C)C (5-benzyloxy-2,2-dimethyl-7-(1,1-dimethylheptyl)-3,4-dihydro-2H-benzopyran-4-carboxylic acid), FC(C(=O)OC1=CC=C(C=C1)[N+](=O)[O-])(F)F (p-nitrophenyl trifluoroacetate), N1=CC=CC=C1 (pyridine). Solvent: CCCCC (pentane). Conditions: time 3 hour. Yields the product C(C1=CC=CC=C1)OC1=CC(=CC2=C1C(CC(O2)(C)C)C(=O)OC2=CC=C(C=C2)[N+](=O)[O-])C(CCCCCC)(C)C (p-Nitrophenyl 5-benzyloxy-2,2-dimethyl-7-(1,1-dimethylheptyl)-3,4-dihydro-2H-benzopyran-4-carboxylate). The yield is 80.2%. As a reaction SMILES: [CH2:1]([O:8][C:9]1[C:14]2[CH:15]([C:21]([OH:23])=[O:22])[CH2:16][C:17]([CH3:20])([CH3:19])[O:18][C:13]=2[CH:12]=[C:11]([C:24]([CH3:32])([CH3:31])[CH2:25][CH2:26][CH2:27][CH2:28][CH2:29][CH3:30])[CH:10]=1)[C:2]1[CH:7]=[CH:6][CH:5]=[CH:4][CH:3]=1.FC(F)(F)C(O[C:38]1[CH:43]=[CH:42][C:41]([N+:44]([O-:46])=[O:45])=[CH:40][CH:39]=1)=O.N1C=CC=CC=1>CCCCC>[CH2:1]([O:8][C:9]1[C:14]2[CH:15]([C:21]([O:23][C:38]3[CH:43]=[CH:42][C:41]([N+:44]([O-:46])=[O:45])=[CH:40][CH:39]=3)=[O:22])[CH2:16][C:17]([CH3:20])([CH3:19])[O:18][C:13]=2[CH:12]=[C:11]([C:24]([CH3:31])([CH3:32])[CH2:25][CH2:26][CH2:27][CH2:28][CH2:29][CH3:30])[CH:10]=1)[C:2]1[CH:3]=[CH:4][CH:5]=[CH:6][CH:7]=1. Procedure details: A mixture of 3.3 g (7.53 mmole) 5-benzyloxy-2,2-dimethyl-7-(1,1-dimethylheptyl)-3,4-dihydro-2H-benzopyran-4-carboxylic acid, 5.0 g (21.3 mmole) p-nitrophenyl trifluoroacetate and 100 ml dry pyridine, under nitrogen, is stirred at room temperature for three hours. The pyridine is evaporated in vacuo, ethyl ether is added to the residue and this is washed with 1N sodium hydroxide, water, 10% hydrochloric acid, brine, dried (MgSO4) and the solvent evaporated to obtain 4.5 g crude oil. This is taken... The reactants are CC(=O)OO, COC(C)(C)N=NC(C)(C)C, CCOC(C)=O. Yields the product COC(C)(C)N=[N+]([O-])C(C)(C)C. Reaction SMILES: [C:12]([O:13][OH:15])(=[O:14])[CH3:16].[C:1]([CH3:2])([CH3:3])([CH3:4])[N:5]=[N:6][C:7]([CH3:8])([CH3:9])[O:10][CH3:11].[CH3:17][CH2:18][O:19][C:20](=[O:21])[CH3:22]>>[C:1]([CH3:2])([CH3:3])([CH3:4])[N+:5](=[N:6][C:7]([CH3:8])([CH3:9])[O:10][CH3:11])[O-:14].